describe an organic reaction: reactants, conditions, products, and yield From a dataset of the Open Reaction Database (ORD), a public repository of structured organic reaction records. The reactants are CC(=O)O, Nc1ccc(Cl)c(C(F)(F)F)c1, N#CO[Na], O. Yields the product NC(=O)Nc1ccc(Cl)c(C(F)(F)F)c1. RXN SMILES: [CH3:18][C:19](=[O:20])[OH:21].[F:5][C:6]([c:7]1[cH:8][c:9]([NH2:10])[cH:11][cH:12][c:13]1[Cl:14])([F:15])[F:16].[Na:1][O:2][C:3]#[N:4].[OH2:17]>>[O:2]=[C:3]([NH2:4])[NH:10][c:9]1[cH:8][c:7]([C:6]([F:5])([F:15])[F:16])[c:13]([Cl:14])[cH:12][cH:11]1. Starting materials: C1COCCOCCOCCOCCO1, CN(C)C=O, COc1ccc2c(c1)CCC(OS(=O)(=O)c1ccc(C)cc1)C2c1ccccc1, [N-]=[N+]=[N-], [Na+], O. RXN SMILES: [CH2:39]1[O:40][CH2:41][CH2:42][O:43][CH2:44][CH2:45][O:46][CH2:47][CH2:48][O:49][CH2:50][CH2:51][O:52][CH2:53]1.[CH3:1][N:2]([CH3:3])[CH:4]=[O:5].[CH3:6][O:7][c:8]1[cH:9][c:10]2[c:15]([cH:16][cH:17]1)[CH:14]([c:18]1[cH:19][cH:20][cH:21][cH:22][cH:23]1)[CH:13]([O:24][S:25]([c:26]1[cH:27][cH:28][c:29]([CH3:30])[cH:31][cH:32]1)(=[O:33])=[O:34])[CH2:12][CH2:11]2.[N-:36]=[N+:37]=[N-:38].[Na+:35].[OH2:54]>>[CH3:6][O:7][c:8]1[cH:9][c:10]2[c:15]([cH:16][cH:17]1)[CH:14]([c:18]1[cH:19][cH:20][cH:21][cH:22][cH:23]1)[CH:13]([N:36]=[N+:37]=[N-:38])[CH2:12][CH2:11]2. The product is COc1ccc2c(c1)CCC(N=[N+]=[N-])C2c1ccccc1.